From a dataset of the Open Reaction Database (ORD), a public repository of structured organic reaction records. describe an organic reaction: reactants, conditions, products, and yield The reactants are C(#N)C=1C=C(C=CC1)O (3-cyanophenol), CCC1CO1 (α-butylene oxide), O.[OH-].[Li+] (lithium hydroxide monohydrate). The product is C(#N)C=1C=C(OCC(CC)O)C=CC1 (1-(3-Cyanophenoxy)-2-Butanol). As a reaction SMILES: [C:1]([C:3]1[CH:4]=[C:5]([OH:9])[CH:6]=[CH:7][CH:8]=1)#[N:2].[CH3:10][CH2:11][CH:12]1[O:14][CH2:13]1.O.[OH-].[Li+]>>[C:1]([C:3]1[CH:4]=[C:5]([CH:6]=[CH:7][CH:8]=1)[O:9][CH2:13][CH:12]([OH:14])[CH2:11][CH3:10])#[N:2] |f:2.3.4|. Procedure: is obtained analogously to Example H1 by using 20.7 g of 3-cyanophenol, 13.8 g of α-butylene oxide and 0.5 g of lithium hydroxide monohydrate in a yield of 25.9 g in the form of an oil; b.p. 116°-118° C./0.04 torr. Starting materials: Cl (hydrochloric acid), [OH-].[Na+] (sodium hydroxide), O=C1N(OC(N1)=O)CC1=CC=C(OCC=2C=C(C=CC2)C2=CC=C(C=C2)C(=O)OC)C=C1 (methyl 3′-({4-[(3,5-dioxo-1,2,4-oxadiazolidin-2-yl)methyl]phenoxy}methyl)-4-biphenylcarboxylate), CO (methanol). Run in C1CCOC1 (THF). Reaction conditions: temperature 60 celsius, time 1 hour. Yields the product O=C1N(OC(N1)=O)CC1=CC=C(OCC=2C=C(C=CC2)C2=CC=C(C=C2)C(=O)O)C=C1 (3′-({4-[(3,5-dioxo-1,2,4-oxadiazolidin-2-yl)methyl]phenoxy}methyl)-4-biphenylcarboxylic acid). Isolated yield 92.8%. As a reaction SMILES: [OH-].[Na+].[O:3]=[C:4]1[NH:8][C:7](=[O:9])[O:6][N:5]1[CH2:10][C:11]1[CH:34]=[CH:33][C:14]([O:15][CH2:16][C:17]2[CH:18]=[C:19]([C:23]3[CH:28]=[CH:27][C:26]([C:29]([O:31]C)=[O:30])=[CH:25][CH:24]=3)[CH:20]=[CH:21][CH:22]=2)=[CH:13][CH:12]=1.CO.Cl>C1COCC1>[O:3]=[C:4]1[NH:8][C:7](=[O:9])[O:6][N:5]1[CH2:10][C:11]1[CH:12]=[CH:13][C:14]([O:15][CH2:16][C:17]2[CH:18]=[C:19]([C:23]3[CH:28]=[CH:27][C:26]([C:29]([OH:31])=[O:30])=[CH:25][CH:24]=3)[CH:20]=[CH:21][CH:22]=2)=[CH:33][CH:34]=1 |f:0.1|. Procedure: A 1 M sodium hydroxide aqueous solution (5 ml) was added to a mixture of methyl 3′-({4-[(3,5-dioxo-1,2,4-oxadiazolidin-2-yl)methyl]phenoxy}methyl)-4-biphenylcarboxylate (196 mg), methanol (5 ml) and THF (5 ml), followed by stirring for 1 hour with heating at 60° C. A 1 M hydrochloric acid (7 ml) was added to the reaction mixture, followed by stirring at room temperature. The solid precipitated was collected by filtration and dried by heating under a reduced pressure to obtain 3′-({4-[(3,5-dioxo-... Starting materials: benzyl esters, [H][H] (hydrogen), CC1(CC2=C(N=C(S2)NC(=O)C(=O)OCC2=CC=CC=C2)CC1)C (Benzyl 6,6-dimethyl-4,5,6,7-tetrahydrobenzthiazol-2-ylcarbamoylcarboxylate), O (water). Reagents/catalysts: [Pd] (palladium on carbon). Solvent: C(C)O (ethanol). The product is CC1(CC2=C(N=C(S2)NC(=O)C(=O)O)CC1)C (6,6-dimethyl-4,5,6,7-tetrahydrobenzthiazol-2-ylcarbamoylcarboxylic acid). Reaction SMILES: [CH3:1][C:2]1([CH3:24])[CH2:23][CH2:22][C:5]2[N:6]=[C:7]([NH:9][C:10]([C:12]([O:14]CC3C=CC=CC=3)=[O:13])=[O:11])[S:8][C:4]=2[CH2:3]1.O.[H][H]>[Pd].C(O)C>[CH3:1][C:2]1([CH3:24])[CH2:23][CH2:22][C:5]2[N:6]=[C:7]([NH:9][C:10]([C:12]([OH:14])=[O:13])=[O:11])[S:8][C:4]=2[CH2:3]1. Reported procedure: The acids of Examples 26 to 37 are also prepared by hydrogenolysis of the corresponding benzyl esters, by adaptation of the following specific exemplary method. Benzyl 6,6-dimethyl-4,5,6,7-tetrahydrobenzthiazol-2-ylcarbamoylcarboxylate (1 g.) in 25 ml. of 50:50 water:ethanol in the presence of 5% palladium on carbon (300 mg.) is hydrogenated at atmospheric pressure and room temperature until uptake of hydrogen is complete (in small excess of one equivalent to account for reduction of the catalys... The reactants are ClC1=C(C=C(C=C1)CNC1CCC(CC1)CNC(OC(C)(C)C)=O)C(=O)NCC12CC3CC(CC(C1)C3)C2 ([[4-[[[4chloro-3-[[(tricyclo[3.3.1.13,7]dec-1-ylmethyl)amino]carbonyl]phenyl]methyl]amino]cyclohexyl]methyl]-carbamic acid, 1,1-dimethylethyl ester), CO (methanol), Cl (hydrochloric acid). Run in O1CCOCC1 (dioxane). Product: Cl.Cl.NCC1CCC(CC1)NCC=1C=CC(=C(C(=O)NCC23CC4CC(CC(C2)C4)C3)C1)Cl (5-[[[4-(Aminomethyl)cyclohexyl]amino]methyl]-2-chloro-N-(tricyclo[3.3.1.13,7]dec-1-ylmethyl)-benzamide, dihydrochloride salt). As a reaction SMILES: [Cl:1][C:2]1[CH:7]=[CH:6][C:5]([CH2:8][NH:9][CH:10]2[CH2:15][CH2:14][CH:13]([CH2:16][NH:17]C(=O)OC(C)(C)C)[CH2:12][CH2:11]2)=[CH:4][C:3]=1[C:25]([NH:27][CH2:28][C:29]12[CH2:38][CH:33]3[CH2:34][CH:35]([CH2:37][CH:31]([CH2:32]3)[CH2:30]1)[CH2:36]2)=[O:26].CO.[ClH:41]>O1CCOCC1>[ClH:1].[ClH:41].[NH2:17][CH2:16][CH:13]1[CH2:14][CH2:15][CH:10]([NH:9][CH2:8][C:5]2[CH:6]=[CH:7][C:2]([Cl:1])=[C:3]([CH:4]=2)[C:25]([NH:27][CH2:28][C:29]23[CH2:36][CH:35]4[CH2:34][CH:33]([CH2:32][CH:31]([CH2:37]4)[CH2:30]2)[CH2:38]3)=[O:26])[CH2:11][CH2:12]1 |f:4.5.6|. Procedure: Prepared from [[4-[[[4chloro-3-[[(tricyclo[3.3.1.13,7]dec-1-ylmethyl)amino]carbonyl]phenyl]methyl]amino]cyclohexyl]methyl]-carbamic acid, 1,1-dimethylethyl ester (0.26 g, Example 32a) methanol (5 ml) and 4N hydrochloric acid solution in dioxane (2 ml). Solvents were removed under reduced pressure and the residue was triturated with diethyl ether to give the title compound as a white powder (0.191 g). Reactants: BrC1=CC(=C(C=C1)OCCCC)F (4-bromo-1-butoxy-2-fluorobenzene), B(OC)(OC)OC (trimethyl borate), Cl (HCl), [Li]CCCC (n-BuLi). The solvent is C1CCOC1 (THF), C1CCOC1 (THF). Conditions: time 2 hour. Product: C(CCC)OC1=C(C=C(C=C1)B(O)O)F (4-butoxy-3-fluorophenylboronic acid). Yield: 65.5%. RXN SMILES: Br[C:2]1[CH:7]=[CH:6][C:5]([O:8][CH2:9][CH2:10][CH2:11][CH3:12])=[C:4]([F:13])[CH:3]=1.[Li]CCCC.[B:19](OC)([O:22]C)[O:20]C.Cl>C1COCC1>[CH2:9]([O:8][C:5]1[CH:6]=[CH:7][C:2]([B:19]([OH:22])[OH:20])=[CH:3][C:4]=1[F:13])[CH2:10][CH2:11][CH3:12]. Reported procedure: The compound (T-8) (97.5 g) obtained in the above procedure was dissolved in dried THF (500 ml) and the solution was cooled to −70° C. n-BuLi (241 ml) was added dropwise under an atmosphere of nitrogen, and the stirring was continued at −70° C. for another 2 hours. Then, trimethyl borate (62.4 g) in a dried THF solution was added dropwise slowly at −70° C., and the mixture was warmed up to room temperature. The stirring was continued for another 16 hours. After the completion of the reaction, 2N...